This data is from the Open Reaction Database (ORD), a public repository of structured organic reaction records. The task is: describe an organic reaction: reactants, conditions, products, and yield Starting materials: CC(=Cc1cnc(CO[Si](C)(C)C(C)(C)C)s1)C(=O)OC(C)(C)C, C, CCO, [Pd]. The product is CC(Cc1cnc(CO[Si](C)(C)C(C)(C)C)s1)C(=O)OC(C)(C)C. RXN SMILES: [C:1]([CH3:2])([CH3:3])([CH3:4])[O:5][C:6](=[O:7])[C:8](=[CH:9][c:10]1[cH:11][n:12][c:13]([CH2:15][O:16][Si:17]([CH3:18])([CH3:19])[C:20]([CH3:21])([CH3:22])[CH3:23])[s:14]1)[CH3:24].[C:28].[CH3:25][CH2:26][OH:27].[Pd:29]>>[C:1]([CH3:2])([CH3:3])([CH3:4])[O:5][C:6](=[O:7])[CH:8]([CH2:9][c:10]1[cH:11][n:12][c:13]([CH2:15][O:16][Si:17]([CH3:18])([CH3:19])[C:20]([CH3:21])([CH3:22])[CH3:23])[s:14]1)[CH3:24]. The reactants are [N+](=O)([O-])C1=CC=C(C=C1)N1C(C2=CC=CC=C2C2=C1N1C(=N2)C=CC(=C1)OCCOC(C)=O)=O (6-(4-nitrophenyl)-9-[2-[(1-oxoethyl)oxy]-ethoxy]-pyrido[2′,1′:2,3]imidazo[4,5-c]isoquinolin-5(6H)-one). The solvent is Cl (HCl). Yields the product hydrochloride salt, OCCOC=1C=CC2=NC3=C(N(C(C4=CC=CC=C34)=O)C3=CC=C(C=C3)[N+](=O)[O-])N2C1 (9-[2-hydroxy-ethoxy]-6-(4-nitrophenyl)-pyrido[2′,1′:2,3]imidazo[4,5-c]isoquinolin-5(6H)-one). Yield: 108.7%. Reaction SMILES: [N+:1]([C:4]1[CH:9]=[CH:8][C:7]([N:10]2[C:19]3[N:20]4[CH:26]=[C:25]([O:27][CH2:28][CH2:29][O:30]C(=O)C)[CH:24]=[CH:23][C:21]4=[N:22][C:18]=3[C:17]3[C:12](=[CH:13][CH:14]=[CH:15][CH:16]=3)[C:11]2=[O:34])=[CH:6][CH:5]=1)([O-:3])=[O:2]>Cl>[OH:30][CH2:29][CH2:28][O:27][C:25]1[CH:24]=[CH:23][C:21]2[N:20]([CH:26]=1)[C:19]1[N:10]([C:7]3[CH:8]=[CH:9][C:4]([N+:1]([O-:3])=[O:2])=[CH:5][CH:6]=3)[C:11](=[O:34])[C:12]3[C:17]([C:18]=1[N:22]=2)=[CH:16][CH:15]=[CH:14][CH:13]=3. Procedure details: A solution of compound 73 (0.327 mmol, 0.150 g) in concentrated aqueous HCl was stirred at room temperature overnight. The solvent was evaporated under vacuum and the crude reaction product was brought on a filter and washed with isopropanol and isopropylether successively to give the hydrochloride salt of 9-[2-hydroxy-ethoxy]-6-(4-nitrophenyl)-pyrido[2′,1′:2,3]imidazo[4,5-c]isoquinolin-5(6H)-one (74) (0.148 g, yield=100%, purity (LC)=95%). The reactants are S(=O)(Cl)Cl (thionyl chloride), Cl (hydrochloride), chloromethyl, N1(C=NC=C1)C(CCC)C1=CC=C(S1)CO (5 -[1-(1-Imidazolyl)-butyl]-thiophene-2-methanol), [C-]#N.[Na+] (sodium cyanide), N (ammonia). Solvent: CS(=O)C (dimethyl sulfoxide). Reaction conditions: time 20 hour. The product is N1(C=NC=C1)C(CCC)C1=CC=C(S1)CC#N (5-[I-(1-Imidazolyl)-butyl]-thiophene-2-acetonitrile). As a reaction SMILES: [N:1]1([CH:6]([C:10]2[S:14][C:13]([CH2:15]O)=[CH:12][CH:11]=2)[CH2:7][CH2:8][CH3:9])[CH:5]=[CH:4][N:3]=[CH:2]1.S(Cl)(Cl)=O.Cl.[C-:22]#[N:23].[Na+].N>CS(C)=O>[N:1]1([CH:6]([C:10]2[S:14][C:13]([CH2:15][C:22]#[N:23])=[CH:12][CH:11]=2)[CH2:7][CH2:8][CH3:9])[CH:5]=[CH:4][N:3]=[CH:2]1 |f:3.4|. Procedure details: 0.2 g of the alcohol of example 8 is converted, with thionyl chloride (2 hours at room temperature, concentration by evaporation, redistillation three times with toluene) into the hydrochloride of the chloromethyl compound, which is dissolved in 2 ml of dimethyl sulfoxide and is mixed with 0.2 g of sodium cyanide. After stirring for 20 hours, it is added to dilute ammonia solution, extracted with ethyl acetate and the ethyl acetate extract is dried and concentrated by evaporation. After distilla... The reactants are COC1=C(C=O)C=CC=C1 (2-methoxybenzaldehyde), ice, [N+](=O)(O)[O-] (nitric acid). Yields the product COC1=C(C=O)C=C(C=C1)[N+](=O)[O-] (2-Methoxy-5-nitrobenzaldehyde). As a reaction SMILES: [CH3:1][O:2][C:3]1[CH:10]=[CH:9][CH:8]=[CH:7][C:4]=1[CH:5]=[O:6].[N+:11]([O-])([OH:13])=[O:12]>>[CH3:1][O:2][C:3]1[CH:10]=[CH:9][C:8]([N+:11]([O-:13])=[O:12])=[CH:7][C:4]=1[CH:5]=[O:6]. Procedure: Finely-divided 2-methoxybenzaldehyde (49 g) was added to ice-cold concentrated sulphuric acid (95 ml) and the mixture was stirred to give a deep red solution which was cooled to -5°. The mixture was cooled in a CO2 /acetone bath while fuming nitric acid (sp.gr. 1.5; 20 ml) was added dropwise with stirring whilst the temperature of the reaction remained below 10°.